Task: describe an organic reaction: reactants, conditions, products, and yield. Dataset: the Open Reaction Database (ORD), a public repository of structured organic reaction records Reactants: BrC=1C(=C(C(=NC1C)C)[C@@H](C(=O)OCC)OC(C)(C)C)N1CCC(CC1)(C)C ((S)-ethyl 2-(5-bromo-4-(4,4-dimethylpiperidin-1-yl)-2,6-dimethylpyridin-3-yl)-2-(tert-butoxy)acetate), FC=1C=C(COC2=CC=C(C=C2)B(O)O)C=CC1 ((4-((3-fluorobenzyl)oxy)phenyl)boronic acid), C(=O)([O-])[O-].[Na+].[Na+] (Na2CO3). The reagents and catalysts are C=1C=CC(=CC1)[P](C=2C=CC=CC2)(C=3C=CC=CC3)[Pd]([P](C=4C=CC=CC4)(C=5C=CC=CC5)C=6C=CC=CC6)([P](C=7C=CC=CC7)(C=8C=CC=CC8)C=9C=CC=CC9)[P](C=1C=CC=CC1)(C=1C=CC=CC1)C=1C=CC=CC1 (Pd(Ph3P)4). Run in CN(C)C=O (DMF). Run at time 2 hour. The product is C(C)(C)(C)O[C@H](C(=O)OCC)C=1C(=NC(=C(C1N1CCC(CC1)(C)C)C1=CC=C(C=C1)OCC1=CC(=CC=C1)F)C)C ((S)-ethyl 2-(tert-butoxy)-2-(4-(4,4-dimethylpiperidin-1-yl)-5-(4-((3-fluorobenzyl)oxy)phenyl)-2,6-dimethylpyridin-3-yl)acetate). Isolated yield 64.9%. As a reaction SMILES: Br[C:2]1[C:3]([N:21]2[CH2:26][CH2:25][C:24]([CH3:28])([CH3:27])[CH2:23][CH2:22]2)=[C:4]([C@H:10]([O:16][C:17]([CH3:20])([CH3:19])[CH3:18])[C:11]([O:13][CH2:14][CH3:15])=[O:12])[C:5]([CH3:9])=[N:6][C:7]=1[CH3:8].[F:29][C:30]1[CH:31]=[C:32]([CH:44]=[CH:45][CH:46]=1)[CH2:33][O:34][C:35]1[CH:40]=[CH:39][C:38](B(O)O)=[CH:37][CH:36]=1.C([O-])([O-])=O.[Na+].[Na+]>CN(C=O)C.C1C=CC([P]([Pd]([P](C2C=CC=CC=2)(C2C=CC=CC=2)C2C=CC=CC=2)([P](C2C=CC=CC=2)(C2C=CC=CC=2)C2C=CC=CC=2)[P](C2C=CC=CC=2)(C2C=CC=CC=2)C2C=CC=CC=2)(C2C=CC=CC=2)C2C=CC=CC=2)=CC=1>[C:17]([O:16][C@@H:10]([C:4]1[C:5]([CH3:9])=[N:6][C:7]([CH3:8])=[C:2]([C:38]2[CH:37]=[CH:36][C:35]([O:34][CH2:33][C:32]3[CH:44]=[CH:45][CH:46]=[C:30]([F:29])[CH:31]=3)=[CH:40][CH:39]=2)[C:3]=1[N:21]1[CH2:26][CH2:25][C:24]([CH3:28])([CH3:27])[CH2:23][CH2:22]1)[C:11]([O:13][CH2:14][CH3:15])=[O:12])([CH3:20])([CH3:19])[CH3:18] |f:2.3.4,^1:61,63,82,101|. Reported procedure: A mixture of (S)-ethyl 2-(5-bromo-4-(4,4-dimethylpiperidin-1-yl)-2,6-dimethylpyridin-3-yl)-2-(tert-butoxy)acetate (0.0443 g, 0.097 mmol), (4-((3-fluorobenzyl)oxy)phenyl)boronic acid (0.036 g, 0.146 mmol) and 2M Na2CO3 (0.122 ml, 0.243 mmol) in DMF 92 mL) was degassed for 10 min. Then, Pd(Ph3P)4 (0.011 g, 9.73 μmol) was added, degassed for 5 min and placed in a oil bath pre-heated to 110 C. After 2 h, cooled and purified by pre-HPLC to afford (S)-ethyl 2-(tert-butoxy)-2-(4-(4,4-dimethylpiperidin-...